This data is from the Open Reaction Database (ORD), a public repository of structured organic reaction records. The task is: describe an organic reaction: reactants, conditions, products, and yield The reactants are C(C)(=O)OCC (ethyl acetate), C(Cl)(Cl)Cl (CHCl3), [Si](C)(C)(C(C)(C)C)OC[C@@H]1C=CC(O1)=O ((5S)-5-(tert-Butyldimethylsilanyloxymethyl)-5H-furan-2-one), C(C1=CC=CC=C1)(=O)C1=CC=CC=C1 (benzophenone). Run in hexanes, O1COCC1 ([1,3]-dioxolane). Yields the product [Si](C)(C)(C(C)(C)C)OC[C@@H]1[C@H](CC(O1)=O)C1OCCO1 ((4S,5S)-5-(tert-Butyldimethylsilanyloxymethyl)-4-[1,3]dioxolan-2-yldihydrofuran-2-one). Yield: 94.0%. RXN SMILES: [Si:1]([O:8][CH2:9][C@H:10]1[O:14][C:13](=[O:15])[CH:12]=[CH:11]1)([C:4]([CH3:7])([CH3:6])[CH3:5])([CH3:3])[CH3:2].C(C1C=CC=CC=1)(=O)C1C=CC=CC=1.[C:30]([O:33][CH2:34][CH3:35])(=[O:32])C.C(Cl)(Cl)Cl>O1CCOC1>[Si:1]([O:8][CH2:9][C@H:10]1[O:14][C:13](=[O:15])[CH2:12][C@@H:11]1[CH:30]1[O:33][CH2:34][CH2:35][O:32]1)([C:4]([CH3:7])([CH3:6])[CH3:5])([CH3:3])[CH3:2]. Reported procedure: A solution containing 228 mg (0.998 mmol) compound (2a) and 18.0 mg (0.998 mmol) benzophenone in 200 mL [1,3]-dioxolane was irradiated at 20° C. for 5 hours according to the general procedure. Column chromatography (silica gel 35 g, ethyl acetate in hexanes 30%) gave compound (3a) (285 mg, 94%) as a colorless solid, Rf=0.35, [α]25D 18.3°, c 1.3, CHCl3, IR (neat) 2953, 2857, 1778, 1125 cm−1; 1H-NMR (300 MHz, CDCl3) δ: 0.05 (s, 6H), 0.87 (s, 9H), 2.45 (dd, 1H, J=4.2 Hz, J=17.7 Hz), 2.68 (d, 1H, J=... The reactants are CCOC(=O)CBr, O=C([O-])[O-], CCOC(=O)c1sc(N2CCNC2=O)nc1C, CN(C)C=O, [K+], [K+]. Product: CCOC(=O)CN1CCN(c2nc(C)c(C(=O)OCC)s2)C1=O. RXN SMILES: [Br:18][CH2:19][C:20](=[O:21])[O:22][CH2:23][CH3:24].[C:25](=[O:26])([O-:27])[O-:28].[CH3:1][c:2]1[n:3][c:4]([N:12]2[C:13](=[O:17])[NH:14][CH2:15][CH2:16]2)[s:5][c:6]1[C:7](=[O:8])[O:9][CH2:10][CH3:11].[CH3:31][N:32]([CH3:33])[CH:34]=[O:35].[K+:29].[K+:30]>>[CH3:1][c:2]1[n:3][c:4]([N:12]2[C:13](=[O:17])[N:14]([CH2:19][C:20](=[O:21])[O:22][CH2:23][CH3:24])[CH2:15][CH2:16]2)[s:5][c:6]1[C:7](=[O:8])[O:9][CH2:10][CH3:11]. Reactants: COc1ccc(P2(=S)SP(=S)(c3ccc(OC)cc3)S2)cc1, COc1ccc(C(=O)Nc2ccccc2)cc1NS(=O)(=O)c1cc(Cl)cc(Cl)c1, C1CCOC1. The product is COc1ccc(C(=S)Nc2ccccc2)cc1NS(=O)(=O)c1cc(Cl)cc(Cl)c1. As a reaction SMILES: [CH3:30][O:31][c:32]1[cH:33][cH:34][c:35]([P:36]2(=[S:39])[S:37][P:38]([c:40]3[cH:41][cH:42][c:43]([O:44][CH3:45])[cH:46][cH:47]3)(=[S:48])[S:49]2)[cH:50][cH:51]1.[Cl:1][c:2]1[cH:3][c:4]([S:9](=[O:10])(=[O:11])[NH:12][c:13]2[cH:14][c:15]([C:16](=[O:17])[NH:18][c:19]3[cH:20][cH:21][cH:22][cH:23][cH:24]3)[cH:25][cH:26][c:27]2[O:28][CH3:29])[cH:5][c:6]([Cl:8])[cH:7]1.[O:52]1[CH2:53][CH2:54][CH2:55][CH2:56]1>>[Cl:1][c:2]1[cH:3][c:4]([S:9](=[O:10])(=[O:11])[NH:12][c:13]2[cH:14][c:15]([C:16]([NH:18][c:19]3[cH:20][cH:21][cH:22][cH:23][cH:24]3)=[S:39])[cH:25][cH:26][c:27]2[O:28][CH3:29])[cH:5][c:6]([Cl:8])[cH:7]1. Starting materials: C(#N)C1=C(C=C(C=C1)C)NC(=O)NCC=1C=C2CN(C(C2=CC1)=O)C1C(NC(CC1)=O)=O (1-(2-cyano-5-methylphenyl)-3-((2-(2,6-dioxopiperidin-3-yl)-1-oxoisoindolin-5-yl)methyl)urea), Cl (HCl), [H][H] (hydrogen). Reagents/catalysts: [Pt]=O (platinum oxide). Run in C(C)(C)O (isopropanol), C(C)(=O)O (acetic acid). Yields the product NCC1=C(C=C(C=C1)C)NC(=O)NCC=1C=C2CN(C(C2=CC1)=O)C1C(NC(CC1)=O)=O (1-(2-(Aminomethyl)-5-methylphenyl)-3-((2-(2,6-dioxopiperidin-3-yl)-1-oxoisoindolin-5-yl)methyl)urea). RXN SMILES: [C:1]([C:3]1[CH:8]=[CH:7][C:6]([CH3:9])=[CH:5][C:4]=1[NH:10][C:11]([NH:13][CH2:14][C:15]1[CH:16]=[C:17]2[C:21](=[CH:22][CH:23]=1)[C:20](=[O:24])[N:19]([CH:25]1[CH2:30][CH2:29][C:28](=[O:31])[NH:27][C:26]1=[O:32])[CH2:18]2)=[O:12])#[N:2].Cl.[H][H]>C(O)(C)C.C(O)(=O)C.[Pt]=O>[NH2:2][CH2:1][C:3]1[CH:8]=[CH:7][C:6]([CH3:9])=[CH:5][C:4]=1[NH:10][C:11]([NH:13][CH2:14][C:15]1[CH:16]=[C:17]2[C:21](=[CH:22][CH:23]=1)[C:20](=[O:24])[N:19]([CH:25]1[CH2:30][CH2:29][C:28](=[O:31])[NH:27][C:26]1=[O:32])[CH2:18]2)=[O:12]. Procedure: A mixture of 1-(2-cyano-5-methylphenyl)-3-((2-(2,6-dioxopiperidin-3-yl)-1-oxoisoindolin-5-yl)methyl)urea (0.54 g, 1.0 mmol), platinum oxide (0.1 g), and 5-6M HCl in isopropanol (2 mL) in acetic acid (15 mL) is hydrogenated under 50 psi hydrogen for 48 hrs. The mixture is filtered through Celite, the filtrate is evaporated under vacuum, and the residue is purified by preparative HPLC to provide the product.